From a dataset of the Open Reaction Database (ORD), a public repository of structured organic reaction records. describe an organic reaction: reactants, conditions, products, and yield Starting materials: N1(CCSCC1)C1=CC=C(C=N1)NC(=O)C=1N=C(OC1C(F)(F)F)C1=CC=CC=C1 (2-Phenyl-5-trifluoromethyl-oxazole-4-carboxylic acid (6-thiomorpholin-4-yl-pyridin-3-yl)-amide), ClC=1C=C(C(=O)OO)C=CC1 (3-chloroperoxybenzoic acid). Solvent: C(Cl)Cl (methylene chloride). Conditions: temperature -78 celsius, time 2 hour. Product: O=S1CCN(CC1)C1=CC=C(C=N1)NC(=O)C=1N=C(OC1C(F)(F)F)C1=CC=CC=C1 (2-phenyl-5-trifluoromethyl-oxazole-4-carboxylic acid [6-(1-oxo-1λ4-thiomorpholin-4-yl)-pyridin-3-yl]-amide). RXN SMILES: [N:1]1([C:7]2[N:12]=[CH:11][C:10]([NH:13][C:14]([C:16]3[N:17]=[C:18]([C:25]4[CH:30]=[CH:29][CH:28]=[CH:27][CH:26]=4)[O:19][C:20]=3[C:21]([F:24])([F:23])[F:22])=[O:15])=[CH:9][CH:8]=2)[CH2:6][CH2:5][S:4][CH2:3][CH2:2]1.ClC1C=C(C=CC=1)C(OO)=[O:36]>C(Cl)Cl>[O:36]=[S:4]1[CH2:3][CH2:2][N:1]([C:7]2[N:12]=[CH:11][C:10]([NH:13][C:14]([C:16]3[N:17]=[C:18]([C:25]4[CH:30]=[CH:29][CH:28]=[CH:27][CH:26]=4)[O:19][C:20]=3[C:21]([F:23])([F:24])[F:22])=[O:15])=[CH:9][CH:8]=2)[CH2:6][CH2:5]1. Procedure: 2-Phenyl-5-trifluoromethyl-oxazole-4-carboxylic acid (6-thiomorpholin-4-yl-pyridin-3-yl)-amide (30 mg, 0.07 mmol) was dissolved in 3 mL of methylene chloride, and cooled down to −78° C. One equivalent of 3-chloroperoxybenzoic acid (12 mg, 0.07 mmol) was added. The reaction mixture was warmed up to room temperature and stirred for 2 hours. The reaction mixture was concentrated under reduced pressure, and then purified by flash chromatography (Merck silica gel 60, 230-400 mesh, 0-20% methanol in m... Starting materials: COC1=CC(=C(N)C=C1)NCCCCOC (4-Methoxy-2-(4-methoxybutylamino)aniline), ClC(C(OC)=N)(Cl)Cl (methyl 2,2,2-trichloroethanimidate). Run in C(C)(=O)O (acetic acid). Run at time 1.5 hour. Product: COC=1C=CC2=C(N(C(=N2)C(Cl)(Cl)Cl)CCCCOC)C1 (6-methoxy-1-(4-methoxybutyl)-2-(trichloromethyl)-1H-benzimidazole). RXN SMILES: [CH3:1][O:2][C:3]1[CH:9]=[CH:8][C:6]([NH2:7])=[C:5]([NH:10][CH2:11][CH2:12][CH2:13][CH2:14][O:15][CH3:16])[CH:4]=1.[Cl:17][C:18]([Cl:24])([Cl:23])[C:19](=N)OC>C(O)(=O)C>[CH3:1][O:2][C:3]1[CH:9]=[CH:8][C:6]2[N:7]=[C:19]([C:18]([Cl:24])([Cl:23])[Cl:17])[N:10]([CH2:11][CH2:12][CH2:13][CH2:14][O:15][CH3:16])[C:5]=2[CH:4]=1. Procedure: 4-Methoxy-2-(4-methoxybutylamino)aniline (2.50 g) was dissolved in acetic acid (30 ml), methyl 2,2,2-trichloroethanimidate (1.62 ml) was added, and the mixture was stirred for 1.5 hr. The reaction mixture was concentrated under reduced pressure, and the residue was diluted with diisopropyl ether, and washed with water. The organic layer was dried over anhydrous magnesium sulfate, and concentrated under reduced pressure to give the object product (1.75 g). MS (ESI+, m/e) 351 (M+1) Starting materials: C(C)(C)(C)OC(=O)N1C(CC(C1)=C)C=1NC(=CN1)C1=CC=C(C=C1)C1=CC2=CC=C(C=C2C=C1)C=1NC(=NC1)C1N(CCC1)C(C(C(C)C)NC(=O)OC)=O (2-{5-[4-(6-{2-[1-(2-Methoxycarbonylamino-3-methyl-butyryl)-pyrrolidin-2-yl]-3H-imidazol-4-yl}-naphthalen-2-yl)-phenyl]-1H-imidazol-2-yl}-4-methylene-pyrrolidine-1-carboxylic acid tert-butyl ester), C(C)(C)(C)OC(=O)N1C(CCC1)C=1NC(=CN1)C1=CC=C(C=C1)B1OC(C(O1)(C)C)(C)C (2-{5-[4-(4,4,5,5-Tetramethyl-[1,3,2]dioxaborolan-2-yl)-phenyl]-1H-imidazol-2-yl}-pyrrolidine-1-carboxylic acid tert-butyl ester). Yields the product C(C)(C)(C)OC(=O)N1C(CCC1)C=1NC(=CN1)C1=CC=C(C=C1)C1=CC2=CC=C(C=C2C=C1)C=1NC(=NC1)C1N(CCC1)C(C(C(C)C)NC(=O)OC)=O (2-{5-[4-(6-{2-[1-(2-Methoxycarbonylamino-3-methyl-butyryl)-pyrrolidin-2-yl]-3H-imidazol-4-yl}-naphthalen-2-yl)-phenyl]-1H-imidazol-2-yl}-pyrrolidine-1-carboxylic acid tert-butyl ester). Reaction SMILES: [C:1]([O:5][C:6]([N:8]1[CH2:12][C:11](=C)[CH2:10][CH:9]1[C:14]1[NH:15][C:16]([C:19]2[CH:24]=[CH:23][C:22]([C:25]3[CH:34]=[CH:33][C:32]4[C:27](=[CH:28][CH:29]=[C:30]([C:35]5[NH:36][C:37]([CH:40]6[CH2:44][CH2:43][CH2:42][N:41]6[C:45](=[O:55])[CH:46]([NH:50][C:51]([O:53][CH3:54])=[O:52])[CH:47]([CH3:49])[CH3:48])=[N:38][CH:39]=5)[CH:31]=4)[CH:26]=3)=[CH:21][CH:20]=2)=[CH:17][N:18]=1)=[O:7])([CH3:4])([CH3:3])[CH3:2].C(OC(N1CCCC1C1NC(C2C=CC(B3OC(C)(C)C(C)(C)O3)=CC=2)=CN=1)=O)(C)(C)C>>[C:1]([O:5][C:6]([N:8]1[CH2:12][CH2:11][CH2:10][CH:9]1[C:14]1[NH:15][C:16]([C:19]2[CH:24]=[CH:23][C:22]([C:25]3[CH:34]=[CH:33][C:32]4[C:27](=[CH:28][CH:29]=[C:30]([C:35]5[NH:36][C:37]([CH:40]6[CH2:44][CH2:43][CH2:42][N:41]6[C:45](=[O:55])[CH:46]([NH:50][C:51]([O:53][CH3:54])=[O:52])[CH:47]([CH3:48])[CH3:49])=[N:38][CH:39]=5)[CH:31]=4)[CH:26]=3)=[CH:21][CH:20]=2)=[CH:17][N:18]=1)=[O:7])([CH3:2])([CH3:3])[CH3:4]. Reported procedure: This compound was made using the same procedure used to make 2-{5-[4-(6-{2-[1-(2-Methoxycarbonylamino-3-methyl-butyryl)-pyrrolidin-2-yl]-3H-imidazol-4-yl}-naphthalen-2-yl)-phenyl]-1H-imidazol-2-yl}-4-methylene-pyrrolidine-1-carboxylic acid tert-butyl ester using 2-{5-[4-(4,4,5,5-Tetramethyl-[1,3,2]dioxaborolan-2-yl)-phenyl]-1H-imidazol-2-yl}-pyrrolidine-1-carboxylic acid tert-butyl ester. LCMS-ESI+: calc'd for C42H49N7O5: 731.38 (M+); Found: 732.81 (M+H+). Reactants: Br, O=[N+]([O-])c1cc(F)c(Cl)cc1Cl, [K+], [Na+], [O-][Br+2]([O-])[O-], O, O=S(=O)(O)O, O=S([O-])O. The product is O=[N+]([O-])c1cc(F)c(Cl)c(Br)c1Cl. RXN SMILES: [Br:13].[Cl:1][c:2]1[c:3]([N+:10](=[O:11])[O-:12])[cH:4][c:5]([F:9])[c:6]([Cl:8])[cH:7]1.[K+:19].[Na+:28].[O-:20][Br+2:21]([O-:22])[O-:23].[OH2:29].[S:14](=[O:15])(=[O:16])([OH:17])[OH:18].[S:24](=[O:25])([OH:26])[O-:27]>>[Cl:1][c:2]1[c:3]([N+:10](=[O:11])[O-:12])[cH:4][c:5]([F:9])[c:6]([Cl:8])[c:7]1[Br:21]. The reactants are O=S1(CCN(CC1)CC1=CC=C(C=C1)NC(=O)C1=CC=C(C=C1)C1=C(C=CC(=C1)N)C)=O (5′-amino-2′-methyl-biphenyl-4-carboxylic acid [4-(1,1-dioxo-1lambda*6*-thiomorpholin-4-ylmethyl)-phenyl]-amide), C(CCC)(=O)O (butyric acid), CCN=C=NCCCN(C)C (EDAC), C=1C=CC2=C(C1)N=NN2O (HOBT), CN1CCOCC1 (N-methylmorpholine). The solvent is CN(C)C=O (DMF), O (water). Reaction conditions: time 18 hour. Yields the product O=S1(CCN(CC1)CC1=CC=C(C=C1)NC(=O)C1=CC=C(C=C1)C1=C(C=CC(=C1)NC(CCC)=O)C)=O (5′-Butyrylamino-2′-methyl-biphenyl-4-carboxylic acid [4-(1,1-dioxo-1lambda*6*-thiomorpholin-4-ylmethyl)-phenyl]-amide). RXN SMILES: [O:1]=[S:2]1(=[O:32])[CH2:7][CH2:6][N:5]([CH2:8][C:9]2[CH:14]=[CH:13][C:12]([NH:15][C:16]([C:18]3[CH:23]=[CH:22][C:21]([C:24]4[CH:29]=[C:28]([NH2:30])[CH:27]=[CH:26][C:25]=4[CH3:31])=[CH:20][CH:19]=3)=[O:17])=[CH:11][CH:10]=2)[CH2:4][CH2:3]1.[C:33](O)(=[O:37])[CH2:34][CH2:35][CH3:36].CCN=C=NCCCN(C)C.C1C=CC2N(O)N=NC=2C=1.CN1CCOCC1>CN(C=O)C.O>[O:32]=[S:2]1(=[O:1])[CH2:7][CH2:6][N:5]([CH2:8][C:9]2[CH:14]=[CH:13][C:12]([NH:15][C:16]([C:18]3[CH:23]=[CH:22][C:21]([C:24]4[CH:29]=[C:28]([NH:30][C:33](=[O:37])[CH2:34][CH2:35][CH3:36])[CH:27]=[CH:26][C:25]=4[CH3:31])=[CH:20][CH:19]=3)=[O:17])=[CH:11][CH:10]=2)[CH2:4][CH2:3]1. Procedure: A mixture of 5′-amino-2′-methyl-biphenyl-4-carboxylic acid [4-(1,1-dioxo-1lambda*6*-thiomorpholin-4-ylmethyl)-phenyl]-amide (54 mg), butyric acid (11 mg), EDAC (24 mg), HOBT (16 mg) and N-methylmorpholine (24 mg) in dry DMF (1 ml) was stirred at 20 C for 18 h. The mixture was then diluted with water (6 ml) and the resulting colourless solid collected by filtration and dried (42 mg). Reactants: FC(C(=O)O)(F)F.N1CCC(CC1)OC1=CC=C(C=C1)C=1CCC(NN1)=O (6-[4-(piperidin-4-yloxy)-phenyl]-4,5-dihydro-2H-pyridazin-3-one trifluoroacetate), C(C)(=O)O (acetic acid), C1(CCC1)=O (cyclobutanone), C(#N)[BH3-].[Na+] (sodium cyanoborohydride). Solvent: CN(C)C=O (DMF), CO (methanol). Conditions: temperature 60 celsius, time 4 hour. Yields the product C1(CCC1)N1CCC(CC1)OC1=CC=C(C=C1)C=1CCC(NN1)=O (6-[4-(1-Cyclobutyl-piperidin-4-yloxy)-phenyl]-4,5-dihydro-2H-pyridazin-3-one). Reaction SMILES: FC(F)(F)C(O)=O.[NH:8]1[CH2:13][CH2:12][CH:11]([O:14][C:15]2[CH:20]=[CH:19][C:18]([C:21]3[CH2:22][CH2:23][C:24](=[O:27])[NH:25][N:26]=3)=[CH:17][CH:16]=2)[CH2:10][CH2:9]1.C(O)(=O)C.[C:32]1(=O)[CH2:35][CH2:34][CH2:33]1.C([BH3-])#N.[Na+]>CN(C=O)C.CO>[CH:32]1([N:8]2[CH2:9][CH2:10][CH:11]([O:14][C:15]3[CH:16]=[CH:17][C:18]([C:21]4[CH2:22][CH2:23][C:24](=[O:27])[NH:25][N:26]=4)=[CH:19][CH:20]=3)[CH2:12][CH2:13]2)[CH2:35][CH2:34][CH2:33]1 |f:0.1,4.5|. Procedure details: To 6-[4-(piperidin-4-yloxy)-phenyl]-4,5-dihydro-2H-pyridazin-3-one trifluoroacetate (6.50 g, 23.8 mmol) in DMF (10 mL), methanol (50 mL), and acetic acid (2 mL) was added cyclobutanone (5.33 mL, 71.3 mmol) and sodium cyanoborohydride (7.47 g, 119 mmol) in portions. After stirring at 60° C. for 4 h, the reaction was concentrated, diluted with dichloromethane, washed with water/brine, dried over sodium sulfate, and concentrated. The product was purified using a Single Step column (9:1 dichlorometh... The reactants are C(C1=CC=CC=C1)OC=1C=C2C(CC(OC2=CC1)(C)C)NS(=O)(=O)CC (6-benzyloxy-4-(ethylsulfonyl)amino-2,2-dimethylchroman), [H-].[Na+] (sodium hydride), CI (methyl iodide). Run in CC(=O)N(C)C (DMA). Reaction conditions: time 2 hour. Yields the product C(C1=CC=CC=C1)OC=1C=C2C(CC(OC2=CC1)(C)C)N(S(=O)(=O)CC)C (N-[6-Benzyloxy-2,2-dimethylchroman-4-yl]-N-methylethanesulfonamide). Reaction SMILES: [CH2:1]([O:8][C:9]1[CH:10]=[C:11]2[C:16](=[CH:17][CH:18]=1)[O:15][C:14]([CH3:20])([CH3:19])[CH2:13][CH:12]2[NH:21][S:22]([CH2:25][CH3:26])(=[O:24])=[O:23])[C:2]1[CH:7]=[CH:6][CH:5]=[CH:4][CH:3]=1.[H-].[Na+].[CH3:29]I>CC(N(C)C)=O>[CH2:1]([O:8][C:9]1[CH:10]=[C:11]2[C:16](=[CH:17][CH:18]=1)[O:15][C:14]([CH3:20])([CH3:19])[CH2:13][CH:12]2[N:21]([CH3:29])[S:22]([CH2:25][CH3:26])(=[O:23])=[O:24])[C:2]1[CH:3]=[CH:4][CH:5]=[CH:6][CH:7]=1 |f:1.2|. Procedure details: Analogously to Example 1f, 8.6 g (23 mmol) of 6-benzyloxy-4-(ethylsulfonyl)amino-2,2-dimethylchroman were introduced in portions into a suspension of 1 g (25 mmol) of sodium hydride (60% dispersion) in 75 ml of DMA at 10° C. After stirring at RT for 2 h, 1.6 ml (25 mmol) of methyl iodide were added dropwise, the temperature rising to 40° C. The mixture was then heated to 35-45° C. for 2 h, and concentrated in vacuo, the residue was treated with water, the resinous product was taken up with EA, t...